This data is from the Open Reaction Database (ORD), a public repository of structured organic reaction records. The task is: describe an organic reaction: reactants, conditions, products, and yield The reactants are C(C1=CC=CC=C1)OC1=CC=C(C=C1)C1=NC(=NO1)C1=CC=C(OC=2C=NC=CC2)C=C1 (3-(4-(5-(4-(Benzyloxy)phenyl)-1,2,4-oxadiazol-3-yl)phenoxy)pyridine), C1CCOC1 (THF). The reagents and catalysts are [Pd] (Pd/C). Solvent: CO (methanol). Reaction conditions: temperature 55 celsius, time 23 hour. The product is N1=CC(=CC=C1)OC1=CC=C(C=C1)C1=NOC(=N1)C1=CC=C(C=C1)O (4-(3-(4-(pyridin-3-yloxy)phenyl)-1,2,4-oxadiazol-5-yl)phenol). Yield: 1.1%. As a reaction SMILES: C([O:8][C:9]1[CH:14]=[CH:13][C:12]([C:15]2[O:19][N:18]=[C:17]([C:20]3[CH:32]=[CH:31][C:23]([O:24][C:25]4[CH:26]=[N:27][CH:28]=[CH:29][CH:30]=4)=[CH:22][CH:21]=3)[N:16]=2)=[CH:11][CH:10]=1)C1C=CC=CC=1.C1COCC1>CO.[Pd]>[N:27]1[CH:28]=[CH:29][CH:30]=[C:25]([O:24][C:23]2[CH:22]=[CH:21][C:20]([C:17]3[N:16]=[C:15]([C:12]4[CH:13]=[CH:14][C:9]([OH:8])=[CH:10][CH:11]=4)[O:19][N:18]=3)=[CH:32][CH:31]=2)[CH:26]=1. Reported procedure: In a single neck round bottom flask fitted with a condenser, 3-(4-(5-(4-(Benzyloxy)phenyl)-1,2,4-oxadiazol-3-yl)phenoxy)pyridine (224 mg, 531 μmol) was suspended in methanol (5.0 mL) and THF (5.0 mL) and then 10% Pd/C (1.0 mg, 36 μmol) was added. The reaction vessel was sealed and the solution was stirred under H2 at 55° C. for 23 hours. The hot solution was filtered through Celite and the pad was washed with methanol (20 mL). The solvent was removed under reduced pressure. The solid residue was... Starting materials: CC(C)(C)OC(=O)N1CCC(=O)CC1, C1CCOC1, CCOC(C)=O, C[Si](C)(C)[N-][Si](C)(C)C, [Li+], O. Yields the product CCOC(=O)CC1(O)CCN(C(=O)OC(C)(C)C)CC1. As a reaction SMILES: [C:17]([CH3:18])([CH3:19])([CH3:20])[O:21][C:22](=[O:23])[N:24]1[CH2:25][CH2:26][C:27](=[O:30])[CH2:28][CH2:29]1.[CH2:32]1[O:33][CH2:34][CH2:35][CH2:36]1.[CH3:11][CH2:12][O:13][C:14](=[O:15])[CH3:16].[CH3:1][Si:2]([CH3:3])([CH3:4])[N-:5][Si:6]([CH3:7])([CH3:8])[CH3:9].[Li+:10].[OH2:31]>>[CH3:11][CH2:12][O:13][C:14](=[O:15])[CH2:16][C:27]1([OH:30])[CH2:26][CH2:25][N:24]([C:22]([O:21][C:17]([CH3:18])([CH3:19])[CH3:20])=[O:23])[CH2:29][CH2:28]1. The reactants are C(C1=CC=CC=C1)OC1=C(C=O)C=CC(=C1)OCC1=CC=CC=C1 (2,4-dibenzyloxybenzaldehyde), CCCCC (pentane), C1(=CC=CC=C1)P(C1=CC=CC=C1)C1=CC=CC=C1 (triphenylphosphine), C(Br)(Br)(Br)Br (carbon tetrabromide). The solvent is ClCCl (dichloromethane), ClCCl (dichloromethane). Run at temperature 0 celsius, time 30 minute. The product is C(C1=CC=CC=C1)OC1=C(C=CC(=C1)OCC1=CC=CC=C1)C=C(Br)Br (1-(2,4-dibenzyloxyphenyl)-2,2-dibromoethylene). The yield is 68.4%. Reaction SMILES: C1(P(C2C=CC=CC=2)C2C=CC=CC=2)C=CC=CC=1.[C:20]([Br:24])(Br)(Br)[Br:21].[CH2:25]([O:32][C:33]1[CH:40]=[C:39]([O:41][CH2:42][C:43]2[CH:48]=[CH:47][CH:46]=[CH:45][CH:44]=2)[CH:38]=[CH:37][C:34]=1[CH:35]=O)[C:26]1[CH:31]=[CH:30][CH:29]=[CH:28][CH:27]=1.CCCCC>ClCCl>[CH2:25]([O:32][C:33]1[CH:40]=[C:39]([O:41][CH2:42][C:43]2[CH:48]=[CH:47][CH:46]=[CH:45][CH:44]=2)[CH:38]=[CH:37][C:34]=1[CH:35]=[C:20]([Br:24])[Br:21])[C:26]1[CH:27]=[CH:28][CH:29]=[CH:30][CH:31]=1. Procedure details: A mixture of triphenylphosphine (15.7 g) and carbon tetrabromide (9.93 g) in dry dichloromethane (100 mL) is cooled to 0° C. and stirred for 30 minutes. A solution of 2,4-dibenzyloxybenzaldehyde (4.76 g) in dichloromethane (30 mL) is added and the solution stirred at 0° C. for 2 hours. The solution is treated with pentane to precipitate triphenylphosphine oxide. The filtrate is evaporated to give 1-(2,4-dibenzyloxyphenyl)-2,2-dibromoethylene as a yellow oil (4.85 g, 67%).